Dataset: the Open Reaction Database (ORD), a public repository of structured organic reaction records. Task: describe an organic reaction: reactants, conditions, products, and yield The reactants are Cl.NC=1C(=CC=2CCC=3C(=C4C(=NC3C2N1)C(CCC4)=CC4=CC=CC=C4)CCCC)C=O (2-amino-11-benzylidene-7-n-butyl-5,6,8,9,10,11-hexahydrobenzo[b][1,10]phenanthroline-3-carboxaldehyde HCl salt), CO (methanol). Solvent: ClCCl (dichloromethane). The product is NC=1C(=CC=2CCC=3C(=C4C(=NC3C2N1)C(CCC4)=O)CCCC)C=O (2-Amino-7-n-butyl-11-oxo-5,6,8,9,10,11-hexahydrobenzo[b][1,10]phenanthroline-3-carboxaldehyde). Yield: 100.0%. RXN SMILES: Cl.[NH2:2][C:3]1[C:4]([CH:32]=[O:33])=[CH:5][C:6]2[CH2:7][CH2:8][C:9]3[C:10]([CH2:28][CH2:29][CH2:30][CH3:31])=[C:11]4[CH2:20][CH2:19][CH2:18][C:17](=CC5C=CC=CC=5)[C:12]4=[N:13][C:14]=3[C:15]=2[N:16]=1.C[OH:35]>ClCCl>[NH2:2][C:3]1[C:4]([CH:32]=[O:33])=[CH:5][C:6]2[CH2:7][CH2:8][C:9]3[C:10]([CH2:28][CH2:29][CH2:30][CH3:31])=[C:11]4[CH2:20][CH2:19][CH2:18][C:17](=[O:35])[C:12]4=[N:13][C:14]=3[C:15]=2[N:16]=1 |f:0.1|. Reported procedure: A solution of 0.46 g (1 mmol) of 2-amino-11-benzylidene-7-n-butyl-5,6,8,9,10,11-hexahydrobenzo[b][1,10]phenanthroline-3-carboxaldehyde HCl salt (XX) in 40 mL of dichloromethane and 20 mL of methanol is stirred at approximately -78° C. and ozone is bubbled through the orangish-yellow solution. When the color of the reaction mixture changes to pale greenish-yellow, the solution is immediately purged by bubbling in N2 for 5 minutes. Dimethylsulfide (1.0 mL) is added and the reaction mixture is allo... Procedure: N-(2-(3,3-Difluoropyrrolidin-1-yl)-3-fluorobenzylidene)-3,3-dimethylbutan-1-amine (400.2 mg, 1.281 mmol) was taken in toluene and (S)-2-mercaptosuccinic acid (192.3 mg, 1.281 mmol) was added. The reaction mixture was refluxed overnight with a Dean Stark trap to remove the water. Then the reaction mixture was concentrated, triturated with ether and dried overnight to give 2-((5S)-2-(3-fluoro-2-(3,3-difluoropyrrolidin-1-yl)phenyl)-3-(3,3-dimethylbutyl)-4-oxothiazolidin-5-yl)acetic acid which was u... Starting materials: FC1(CN(CC1)C1=C(C=NCCC(C)(C)C)C=CC=C1F)F (N-(2-(3,3-Difluoropyrrolidin-1-yl)-3-fluorobenzylidene)-3,3-dimethylbutan-1-amine), S[C@H](C(=O)O)CC(=O)O ((S)-2-mercaptosuccinic acid). Reaction SMILES: [F:1][C:2]1([F:22])[CH2:6][CH2:5][N:4]([C:7]2[C:20]([F:21])=[CH:19][CH:18]=[CH:17][C:8]=2[CH:9]=[N:10][CH2:11][CH2:12][C:13]([CH3:16])([CH3:15])[CH3:14])[CH2:3]1.[SH:23][C@@H:24]([CH2:28][C:29]([OH:31])=[O:30])[C:25](O)=[O:26]>C1(C)C=CC=CC=1>[F:21][C:20]1[C:7]([N:4]2[CH2:5][CH2:6][C:2]([F:1])([F:22])[CH2:3]2)=[C:8]([CH:9]2[N:10]([CH2:11][CH2:12][C:13]([CH3:16])([CH3:15])[CH3:14])[C:25](=[O:26])[C@H:24]([CH2:28][C:29]([OH:31])=[O:30])[S:23]2)[CH:17]=[CH:18][CH:19]=1. Product: FC=1C(=C(C=CC1)C1S[C@H](C(N1CCC(C)(C)C)=O)CC(=O)O)N1CC(CC1)(F)F (2-((5S)-2-(3-fluoro-2-(3,3-difluoropyrrolidin-1-yl)phenyl)-3-(3,3-dimethylbutyl)-4-oxothiazolidin-5-yl)acetic acid). Solvent: C1(=CC=CC=C1)C (toluene). The reactants are OC1=CC=CC2=C1C(=NO2)OCC2CCN(CC2)C(=O)OC(C)(C)C (tert-Butyl 4-{[(4-hydroxy-1,2-benzisoxazol-3-yl)oxy]methyl}piperidine-1-carboxylate), C1(CCCC1)CO (cyclopentylmethanol), OCC1CCN(CC1)CC1(CCCC1)C(=O)OC (methyl 1-{[4-(hydroxymethyl)piperidin-1-yl]methyl}cyclopentanecarboxylate). Product: C1(CCCC1)COC1=CC=CC2=C1C(=NO2)OCC2CCN(CC2)C(=O)OC(C)(C)C (tert-Butyl 4-({[4-(cyclopentylmethoxy)-1,2-benzisoxazol-3-yl]oxy}methyl)piperidine-1-carboxylate). Reaction SMILES: [OH:1][C:2]1[C:7]2[C:8]([O:11][CH2:12][CH:13]3[CH2:18][CH2:17][N:16]([C:19]([O:21][C:22]([CH3:25])([CH3:24])[CH3:23])=[O:20])[CH2:15][CH2:14]3)=[N:9][O:10][C:6]=2[CH:5]=[CH:4][CH:3]=1.[CH:26]1([CH2:31]O)[CH2:30][CH2:29][CH2:28][CH2:27]1.OCC1CCN(CC2(C(OC)=O)CCCC2)CC1>>[CH:26]1([CH2:31][O:1][C:2]2[C:7]3[C:8]([O:11][CH2:12][CH:13]4[CH2:14][CH2:15][N:16]([C:19]([O:21][C:22]([CH3:25])([CH3:24])[CH3:23])=[O:20])[CH2:17][CH2:18]4)=[N:9][O:10][C:6]=3[CH:5]=[CH:4][CH:3]=2)[CH2:30][CH2:29][CH2:28][CH2:27]1. Reported procedure: The title compound was prepared according to the procedure described in Step 4 of EXAMPLE 9 using tert-butyl 4-{[(4-hydroxy-1,2-benzisoxazol-3-yl)oxy]methyl}piperidine-1-carboxylate (EXAMPLE 17, Step 2) and cyclopentylmethanol instead of 4-[(4-methoxybenzyl)oxy]-1,2-benzisoxazol-3-ol and methyl 1-{[4-(hydroxymethyl)piperidin-1-yl]methyl}cyclopentanecarboxylate. The yield is 45.5%. The reactants are FC=1C=C2C(C(=CN(C2=CC1F)CCF)C(=O)O)=O (6,7-difluoro-1-(2-fluoroethyl)-1,4-dihydro-4-oxo-3-quinolinecarboxylic acid), C1(CC1)NC[C@H]1CNC[C@H]1F ((3R,4S)-3-cyclopropylaminomethyl-4-fluoropyrrolidine). Reported procedure: Using 6,7-difluoro-1-(2-fluoroethyl)-1,4-dihydro-4-oxo-3-quinolinecarboxylic acid (271 mg) and (3R,4S)-3-cyclopropylaminomethyl-4-fluoropyrrolidine (174 mg), the same procedure was followed as in Example 23 to give 7-[(3S,4S)-3-cyclopropylaminomethyl-4-fluoro-1-pyrrolidinyl]-6-fluoro-1-(2-fluoroethyl)-1,4-dihydro-4-oxo-3-quinolinecarboxylic acid as a pale yellow powder (186 mg). Reaction SMILES: [F:1][C:2]1[CH:3]=[C:4]2[C:9](=[CH:10][C:11]=1F)[N:8]([CH2:13][CH2:14][F:15])[CH:7]=[C:6]([C:16]([OH:18])=[O:17])[C:5]2=[O:19].[CH:20]1([NH:23][CH2:24][C@@H:25]2[C@H:29]([F:30])[CH2:28][NH:27][CH2:26]2)[CH2:22][CH2:21]1>>[CH:20]1([NH:23][CH2:24][C@@H:25]2[C@H:29]([F:30])[CH2:28][N:27]([C:11]3[CH:10]=[C:9]4[C:4]([C:5](=[O:19])[C:6]([C:16]([OH:18])=[O:17])=[CH:7][N:8]4[CH2:13][CH2:14][F:15])=[CH:3][C:2]=3[F:1])[CH2:26]2)[CH2:22][CH2:21]1. The product is C1(CC1)NC[C@H]1CN(C[C@H]1F)C1=C(C=C2C(C(=CN(C2=C1)CCF)C(=O)O)=O)F (7-[(3S,4S)-3-cyclopropylaminomethyl-4-fluoro-1-pyrrolidinyl]-6-fluoro-1-(2-fluoroethyl)-1,4-dihydro-4-oxo-3-quinolinecarboxylic acid). Reactants: FC=1C=C(C=O)C=CC1 (3-fluorobenzaldehyde), C1(=CC=CC=C1)P(C1=CC=CC=C1)(C1=CC=CC=C1)=CC(=O)OCC (ethyl (triphenylphosphoranylidene)acetate). Run in ClCCl (dichloromethane). Conditions: time 18 hour. The product is FC=1C=C(C=CC(=O)OCC)C=CC1 (Ethyl 3-fluorocinnamate). Isolated yield 95.0%. RXN SMILES: [F:1][C:2]1[CH:3]=[C:4]([CH:7]=[CH:8][CH:9]=1)[CH:5]=O.C1(P(=[CH:29][C:30]([O:32][CH2:33][CH3:34])=[O:31])(C2C=CC=CC=2)C2C=CC=CC=2)C=CC=CC=1>ClCCl>[F:1][C:2]1[CH:3]=[C:4]([CH:7]=[CH:8][CH:9]=1)[CH:5]=[CH:29][C:30]([O:32][CH2:33][CH3:34])=[O:31]. Reported procedure: To a solution of 3-fluorobenzaldehyde 1-1 (18.16 g, 146 mmol) in dichloromethane (500 mL) was added ethyl (triphenylphosphoranylidene)acetate (61.2 g; 176 mmol) and the resulting solution was stirred at room temperature for 18 hr. After evaporation of the solvent, the residue was swirled with ether/hexane and filtered. The filtrate was concentrated and then purified on a plug of silica gel eluting with hexane/EtOAc 9:1. Removal of the solvent afforded the title compound 1-2 as an oil (˜95% trans... Starting materials: C1CCOC1, CO, CCOC(=O)c1cc2ccccc2n1Cc1cccc(Cl)c1, [Na+], [OH-]. Product: O=C(O)c1cc2ccccc2n1Cc1cccc(Cl)c1. Reaction SMILES: [CH2:25]1[O:26][CH2:27][CH2:28][CH2:29]1.[CH3:30][OH:31].[Cl:1][c:2]1[cH:3][c:4]([CH2:5][n:6]2[c:7]([C:15](=[O:16])[O:17][CH2:18][CH3:19])[cH:8][c:9]3[cH:10][cH:11][cH:12][cH:13][c:14]23)[cH:20][cH:21][cH:22]1.[Na+:24].[OH-:23]>>[Cl:1][c:2]1[cH:3][c:4]([CH2:5][n:6]2[c:7]([C:15](=[O:16])[OH:17])[cH:8][c:9]3[cH:10][cH:11][cH:12][cH:13][c:14]23)[cH:20][cH:21][cH:22]1. The reactants are C(=S)(Cl)Cl (thiophosgene), C(CCC)NCCCC (dibutylamine). Run in C(C)OCC (ethyl ether), C(C)OCC (ethyl ether). Reaction conditions: time 1 hour. Yields the product 35g, C(CCC)N(C(=S)Cl)CCCC (dibutylthiocarbamoyl chloride). RXN SMILES: [C:1]([Cl:4])(Cl)=[S:2].[CH2:5]([NH:9][CH2:10][CH2:11][CH2:12][CH3:13])[CH2:6][CH2:7][CH3:8]>C(OCC)C>[CH2:5]([N:9]([CH2:10][CH2:11][CH2:12][CH3:13])[C:1]([Cl:4])=[S:2])[CH2:6][CH2:7][CH3:8]. Procedure: To a solution of 29.9g (0.26 mole) thiophosgene in 600 ml ethyl ether at 0° was added a solution of 25.8g (0.20 mole) dibutylamine 20.2g (0.20 mole) triethylamine and 250 ml ethyl ether over a period of 35 minutes during which time solids formed. After stirring an additional 1 hour, the mixture was filtered and the resulting filtrate was removed of volatiles under reduced pressures to yield 35g of crude dibutylthiocarbamoyl chloride.